Task: describe an organic reaction: reactants, conditions, products, and yield. Dataset: the Open Reaction Database (ORD), a public repository of structured organic reaction records Starting materials: C=C(O[Si](C)(C)C)c1ccco1, CS(C)=O, O=C(C=CC1CCCCC1)c1cc(F)ccc1O. The product is O=C(CC(CC(=O)c1cc(F)ccc1O)C1CCCCC1)c1ccco1. Reaction SMILES: [CH3:1][Si:2]([O:3][C:4](=[CH2:5])[c:6]1[o:7][cH:8][cH:9][cH:10]1)([CH3:11])[CH3:12].[CH3:31][S:32](=[O:33])[CH3:34].[CH:13]1([CH:19]=[CH:20][C:21](=[O:22])[c:23]2[c:24]([OH:30])[cH:25][cH:26][c:27]([F:29])[cH:28]2)[CH2:14][CH2:15][CH2:16][CH2:17][CH2:18]1>>[CH2:3]([C:4](=[O:5])[c:6]1[o:7][cH:8][cH:9][cH:10]1)[CH:19]([CH:13]1[CH2:14][CH2:15][CH2:16][CH2:17][CH2:18]1)[CH2:20][C:21](=[O:22])[c:23]1[c:24]([OH:30])[cH:25][cH:26][c:27]([F:29])[cH:28]1. Starting materials: C(=C)C1=CC=C2C(=CNC2=C1)C=O (6-Vinyl-1H-indole-3-carbaldehyde). Reagents/catalysts: [Pd] (Pd/C). Run in C1CCOC1 (THF). Conditions: time 4 hour. Yields the product C(C)C1=CC=C2C(=CNC2=C1)C=O (6-Ethyl-1H-indole-3-carbaldehyde). Reaction SMILES: [CH:1]([C:3]1[CH:11]=[C:10]2[C:6]([C:7]([CH:12]=[O:13])=[CH:8][NH:9]2)=[CH:5][CH:4]=1)=[CH2:2]>C1COCC1.[Pd]>[CH2:1]([C:3]1[CH:11]=[C:10]2[C:6]([C:7]([CH:12]=[O:13])=[CH:8][NH:9]2)=[CH:5][CH:4]=1)[CH3:2]. Reported procedure: 6-Vinyl-1H-indole-3-carbaldehyde (1.5 g, 8.76 mmol) was dissolved in THF (45 mL), Pd/C 10% (300 mg) was added and the solution was degassed 3 times replacing air by nitrogen and finally nitrogen by hydrogen. The reaction mixture was further stirred under hydrogen atmosphere 4 h and the catalyst was removed through a pad of Celite and washed with THF. The solvent was concentrated under and the crude residue was purified by flash column chromatography on silica gel (c-hexane to c-hexane/EtOAc 1:1)... Starting materials: COC(=O)c1cc(Cl)cc2c1OC1CCCCC21, [Na+], C1COCCO1, [OH-], O. Yields the product O=C(O)c1cc(Cl)cc2c1OC1CCCCC21. RXN SMILES: [Cl:1][c:2]1[cH:3][c:4]2[c:5]([c:13]([C:15](=[O:16])[O:17][CH3:18])[cH:14]1)[O:6][CH:7]1[CH:8]2[CH2:9][CH2:10][CH2:11][CH2:12]1.[Na+:20].[O:21]1[CH2:22][CH2:23][O:24][CH2:25][CH2:26]1.[OH-:19].[OH2:27]>>[Cl:1][c:2]1[cH:3][c:4]2[c:5]([c:13]([C:15](=[O:16])[OH:17])[cH:14]1)[O:6][CH:7]1[CH:8]2[CH2:9][CH2:10][CH2:11][CH2:12]1. Run in CN(C)C=O (DMF). Reactants: C(C)N(C(C1=C(C=CC=C1)NC(C)(C)C)=O)C (N-ethyl-N-methyl 2-(N-tert-butylamino)benzamide), C([O-])([O-])=O.[K+].[K+] (potassium carbonate), CI (methyl iodide). Reaction conditions: temperature 40 celsius. Yields the product C(C)N(C(C1=C(C=CC=C1)N(C(C)(C)C)C)=O)C (N-ethyl-N-methyl 2-(N-methyl-N-tert-butylamino)benzamide). RXN SMILES: [CH2:1]([N:3]([CH3:17])[C:4](=[O:16])[C:5]1[CH:10]=[CH:9][CH:8]=[CH:7][C:6]=1[NH:11][C:12]([CH3:15])([CH3:14])[CH3:13])[CH3:2].[C:18](=O)([O-])[O-].[K+].[K+].CI>CN(C=O)C>[CH2:1]([N:3]([CH3:17])[C:4](=[O:16])[C:5]1[CH:10]=[CH:9][CH:8]=[CH:7][C:6]=1[N:11]([CH3:18])[C:12]([CH3:13])([CH3:15])[CH3:14])[CH3:2] |f:1.2.3|. Yield: 95.6%. Procedure: A mixture of N-ethyl-N-methyl 2-(N-tert-butylamino)benzamide (1.89 g, 8.1 mmol), potassium carbonate (2.2 g, 15.9 mmol), and methyl iodide (2.3 g, 16.2 mmol) in DMF (40 mL) was heated overnight at 40° C., then was partitioned between EtOAc and water. The EtOAc was dried (MgSO4), concentrated, and purified by HPLC with 1:4 ethyl acetate/cyclohexane to afford 1.923 g of N-ethyl-N-methyl 2-(N-methyl-N-tert-butylamino)benzamide as a yellow oil, a 96% yield. The reactants are CCOc1c(C(=O)c2ccccc2)cnc2c1cnn2Cc1ccco1, CCCCO, O, O=S(=O)(O)O. The product is CCOc1c(C(=O)c2ccccc2)cnc2[nH]ncc12. Reaction SMILES: [C:1]([c:2]1[cH:3][cH:4][cH:5][cH:6][cH:7]1)(=[O:8])[c:9]1[c:10]([O:24][CH2:25][CH3:26])[c:11]2[c:12]([n:13][cH:14]1)[n:15]([CH2:18][c:19]1[o:20][cH:21][cH:22][cH:23]1)[n:16][cH:17]2.[CH2:33]([OH:34])[CH2:35][CH2:36][CH3:37].[OH2:32].[S:27](=[O:28])(=[O:29])([OH:30])[OH:31]>>[C:1]([c:2]1[cH:3][cH:4][cH:5][cH:6][cH:7]1)(=[O:8])[c:9]1[c:10]([O:24][CH2:25][CH3:26])[c:11]2[c:12]([n:13][cH:14]1)[nH:15][n:16][cH:17]2. Reactants: C(C1=CC=CC=C1)(=O)OCCO (ethylene glycol monobenzoate), C(C)(=O)OC(C\C=C/CCCCCCCC(=O)Cl)CCCCCC (12-acetoxyoleoyl chloride). The product is C(C)(=O)OC(C\C=C/CCCCCCCC(=O)OCCOC(C1=CC=CC=C1)=O)CCCCCC (2-Benzoyloxyethyl 12-acetoxyoleate). As a reaction SMILES: [C:1]([O:9][CH2:10][CH2:11][OH:12])(=[O:8])[C:2]1[CH:7]=[CH:6][CH:5]=[CH:4][CH:3]=1.[C:13]([O:16][CH:17]([CH2:31][CH2:32][CH2:33][CH2:34][CH2:35][CH3:36])[CH2:18]/[CH:19]=[CH:20]\[CH2:21][CH2:22][CH2:23][CH2:24][CH2:25][CH2:26][CH2:27][C:28](Cl)=[O:29])(=[O:15])[CH3:14]>>[C:13]([O:16][CH:17]([CH2:31][CH2:32][CH2:33][CH2:34][CH2:35][CH3:36])[CH2:18]/[CH:19]=[CH:20]\[CH2:21][CH2:22][CH2:23][CH2:24][CH2:25][CH2:26][CH2:27][C:28]([O:12][CH2:11][CH2:10][O:9][C:1](=[O:8])[C:2]1[CH:7]=[CH:6][CH:5]=[CH:4][CH:3]=1)=[O:29])(=[O:15])[CH3:14]. Procedure: 2-Benzoyloxyethyl 12-acetoxyoleate was prepared by the procedure of Example 1 from 16 gms (0.1 mole) of ethylene glycol monobenzoate and 36 gms (0.1 mole) of 12-acetoxyoleoyl chloride. The structure of the final product was characterized on the basis of NMR and IR spectral analyses as described in Example 1. The reactants are BrC1=CC=C(OCC(=O)O)C=C1 ((4-bromophenoxy)acetic acid), C1=CN(C=N1)C(=O)N2C=CN=C2 (N,N-Carbonyldiimidazole), NN (hydrazine). Run in C1CCOC1 (THF). The product is BrC1=CC=C(OCC(=O)NN)C=C1 (2-(4-bromophenoxy)acetohydrazide). RXN SMILES: [Br:1][C:2]1[CH:12]=[CH:11][C:5]([O:6][CH2:7][C:8](O)=[O:9])=[CH:4][CH:3]=1.C1N=CN(C(N2C=NC=C2)=O)C=1.[NH2:25][NH2:26]>C1COCC1>[Br:1][C:2]1[CH:12]=[CH:11][C:5]([O:6][CH2:7][C:8]([NH:25][NH2:26])=[O:9])=[CH:4][CH:3]=1. Reported procedure: To a solution of (4-bromophenoxy)acetic acid (1.0 g, 4.3 mmol) in THF (15 mL) was added N,N-Carbonyldiimidazole (0.84 g, 5.2 mmol). After refluxing for 2 hours, hydrazine (0.6 g, 20 mmol) was added to the reaction mixture slowly with a syringe at 0° C. The reaction mixture was allowed to warm to room temperature slowly and then concentrated to yield the desired product as a white solid. LCMS calculated for C8H10BrN2O2 (M+H): 245.0. found: 244.9, 246.9. Procedure details: A mixture of 1.8 g. of 4-methoxy- α -[(methylsulfonyl)methyl]-3,5-di-(pyrrol-1-yl)benzyl alcohol, 0.41 g. of sodium methylate and 1.1 g. of β-anilinopropionitrile in 12 ml. of dimethylsulfoxide was stirred with the exclusion of moisture for 3 hours at room temperature. The mixture was diluted with 100 ml. of water, the precipitated oil extracted with ethyl acetate, the ethyl acetate solution dried over sodium sulfate and evaporated. By purification of the residue over aluminum oxide with benzene... The reactants are COC1=C(C=C(C(CS(=O)(=O)C)O)C=C1N1C=CC=C1)N1C=CC=C1 (4-methoxy- α -[(methylsulfonyl)methyl]-3,5-di-(pyrrol-1-yl)benzyl alcohol), C[O-].[Na+] (sodium methylate), N(C1=CC=CC=C1)CCC#N (β-anilinopropionitrile). The solvent is CS(=O)C (dimethylsulfoxide). Yields the product N(C1=CC=CC=C1)C=C(C#N)CC1=CC(=C(C(=C1)N1C=CC=C1)OC)N1C=CC=C1 ((anilinomethylene)-4-methoxy-3,5-di(pyrrol-1-yl)hydrocinnamonitrile). As a reaction SMILES: [CH3:1][O:2][C:3]1[C:15]([N:16]2[CH:20]=[CH:19][CH:18]=[CH:17]2)=[CH:14][C:6]([CH:7](O)CS(C)(=O)=O)=[CH:5][C:4]=1[N:21]1[CH:25]=[CH:24][CH:23]=[CH:22]1.C[O-].[Na+].[NH:29]([CH2:36][CH2:37][C:38]#[N:39])[C:30]1[CH:35]=[CH:34][CH:33]=[CH:32][CH:31]=1>CS(C)=O>[NH:29]([CH:36]=[C:37]([CH2:7][C:6]1[CH:5]=[C:4]([N:21]2[CH:25]=[CH:24][CH:23]=[CH:22]2)[C:3]([O:2][CH3:1])=[C:15]([N:16]2[CH:20]=[CH:19][CH:18]=[CH:17]2)[CH:14]=1)[C:38]#[N:39])[C:30]1[CH:35]=[CH:34][CH:33]=[CH:32][CH:31]=1 |f:1.2|. The reactants are C1N(CC2C1CNC2)C2=NC1=CC=CC=C1N=C2 (2-(Hexahydro-pyrrolo[3,4-c]pyrrol-2-yl)-quinoxaline), FC=1C=C(C=CC1)C=1C(=CC=CC1)C(=O)O (3′-fluoro-biphenyl-2-carboxylic acid). Product: FC=1C=C(C=CC1)C1=C(C=CC=C1)C(=O)N1CC2C(C1)CN(C2)C2=NC1=CC=CC=C1N=C2 (2-{5-[(3′-Fluorobiphenyl-2-yl)carbonyl]hexahydropyrrolo[3,4-c]pyrrol-2(1H)-yl}quinoxaline). As a reaction SMILES: [CH2:1]1[CH:5]2[CH2:6][NH:7][CH2:8][CH:4]2[CH2:3][N:2]1[C:9]1[CH:18]=[N:17][C:16]2[C:11](=[CH:12][CH:13]=[CH:14][CH:15]=2)[N:10]=1.[F:19][C:20]1[CH:21]=[C:22]([C:26]2[C:27]([C:32](O)=[O:33])=[CH:28][CH:29]=[CH:30][CH:31]=2)[CH:23]=[CH:24][CH:25]=1>>[F:19][C:20]1[CH:21]=[C:22]([C:26]2[CH:31]=[CH:30][CH:29]=[CH:28][C:27]=2[C:32]([N:7]2[CH2:6][CH:5]3[CH2:1][N:2]([C:9]4[CH:18]=[N:17][C:16]5[C:11](=[CH:12][CH:13]=[CH:14][CH:15]=5)[N:10]=4)[CH2:3][CH:4]3[CH2:8]2)=[O:33])[CH:23]=[CH:24][CH:25]=1. Reported procedure: The title compound was prepared in a manner analogous to Example 15 utilizing Intermediate 35 and 3′-fluoro-biphenyl-2-carboxylic acid. MS (ESI) mass calcd. for C27H23FN4O, 438.51; m/z found, 439.2 [M+H]+.